Dataset: the Open Reaction Database (ORD), a public repository of structured organic reaction records. Task: describe an organic reaction: reactants, conditions, products, and yield Reactants: BrC=1C=C(COC2=CC=C(C=C2)CCC(=O)OC)C=CC1 (methyl 3-[4-[(3-bromobenzyl)oxy]phenyl]propanoate), CC1(OB(OC1(C)C)C1=C(C=CC=C1)O)C (2-(4,4,5,5-tetramethyl-1,3,2-dioxaborolan-2-yl)phenol). Product: OC1=C(C=CC=C1)C1=CC(=CC=C1)COC1=CC=C(C=C1)CCC(=O)O (3-(4-((2′-hydroxybiphenyl-3-yl)methoxy)phenyl)propanoic acid), crystals. The yield is 33.0%. As a reaction SMILES: Br[C:2]1[CH:3]=[C:4]([CH:19]=[CH:20][CH:21]=1)[CH2:5][O:6][C:7]1[CH:12]=[CH:11][C:10]([CH2:13][CH2:14][C:15]([O:17]C)=[O:16])=[CH:9][CH:8]=1.CC1(C)C(C)(C)OB([C:30]2[CH:35]=[CH:34][CH:33]=[CH:32][C:31]=2[OH:36])O1>>[OH:36][C:31]1[CH:32]=[CH:33][CH:34]=[CH:35][C:30]=1[C:2]1[CH:21]=[CH:20][CH:19]=[C:4]([CH2:5][O:6][C:7]2[CH:12]=[CH:11][C:10]([CH2:13][CH2:14][C:15]([OH:17])=[O:16])=[CH:9][CH:8]=2)[CH:3]=1. Procedure: The title compound was synthesized in the same manner as in Example 272 from methyl 3-[4-[(3-bromobenzyl)oxy]phenyl]propanoate and 2-(4,4,5,5-tetramethyl-1,3,2-dioxaborolan-2-yl)phenol. colorless crystals (yield 33%). MS (APCI−): 347 (M−H). The reactants are C1COCCO1, CO, [H][H], COC(=O)C(=Cc1ccc(OCCOc2ccc3ncccc3c2)cc1)C(=O)OC. The product is COC(=O)C(Cc1ccc(OCCOc2ccc3ncccc3c2)cc1)C(=O)OC. As a reaction SMILES: [CH2:35]1[O:36][CH2:37][CH2:38][O:39][CH2:40]1.[CH3:33][OH:34].[H:31][H:32].[n:1]1[cH:2][cH:3][cH:4][c:5]2[cH:6][c:7]([O:11][CH2:12][CH2:13][O:14][c:15]3[cH:16][cH:17][c:18]([CH:19]=[C:20]([C:21](=[O:22])[O:23][CH3:24])[C:25](=[O:26])[O:27][CH3:28])[cH:29][cH:30]3)[cH:8][cH:9][c:10]12>>[n:1]1[cH:2][cH:3][cH:4][c:5]2[cH:6][c:7]([O:11][CH2:12][CH2:13][O:14][c:15]3[cH:16][cH:17][c:18]([CH2:19][CH:20]([C:21](=[O:22])[O:23][CH3:24])[C:25](=[O:26])[O:27][CH3:28])[cH:29][cH:30]3)[cH:8][cH:9][c:10]12. Starting materials: [N+](=O)([O-])C1=C(C=CC(=C1)[N+](=O)[O-])F (2,4-dinitrofluorobenzene). Reagents/catalysts: [Fe] (iron). The product is FC1=C(N)C=C(C=C1)[N+](=O)[O-] (2-fluoro-5-nitroaniline). RXN SMILES: [N+:1]([C:4]1[CH:9]=[C:8]([N+:10]([O-:12])=[O:11])[CH:7]=[CH:6][C:5]=1[F:13])([O-])=O>[Fe]>[F:13][C:5]1[CH:6]=[CH:7][C:8]([N+:10]([O-:12])=[O:11])=[CH:9][C:4]=1[NH2:1]. Procedure details: European Patent Application 127,079, Takemoto et al. (1984), discloses a process in which 2,4-dinitrofluorobenzene is selectively reduced using between 2.5 and 4 moles of iron in the presence of acid to produce one mole of 2-fluoro-5-nitroaniline. In one example in which acetic acid was employed and the reaction mixture was refluxed for ten minutes, 2-fluoro-5-nitroaniline was produced in 70% yield, by weight. The weight % ratio of the desired 2-fluoro-5-nitroaniline to the by-product 4-fluoro-3... Starting materials: C(CC=C)[Hg]CCC=C (bis(3-butenyl)mercury), mercuric chloride, C(CC=C)[Mg]Br (3-butenylmagnesium bromide), BrCCC=C (1-bromo-3-butene), [Mg] (magnesium). The solvent is O (water), O1CCCC1 (tetrahydrofuran), O1CCCC1 (tetrahydrofuran). The product is C(=CCC)[Hg]C=CCC (bisbutenyl mercury). Isolated yield 60.0%. As a reaction SMILES: [CH2:1]([Hg:5][CH2:6][CH2:7][CH:8]=[CH2:9])[CH2:2][CH:3]=[CH2:4].C([Mg]Br)CC=C.BrCCC=C.[Mg]>O1CCCC1.O>[CH:1]([Hg:5][CH:6]=[CH:7][CH2:8][CH3:9])=[CH:2][CH2:3][CH3:4]. Reported procedure: Preparation of bis(3-butenyl)mercury: To a solution of 3-butenylmagnesium bromide, prepared from 25 g of 1-bromo-3-butene (187 mmole) and 5 g of magnesium (208 mmole) in 40 mL of tetrahydrofuran, was added dropwise, at 50° C. with stirring, a solution of 25.2 g of mercuric chloride (93 mmole) in tetrahydrofuran. After stirring for 2 hours at 60° C., the reaction mixture was hydrolyzed with water at 0°-5° C. Organic layer was separated from aqueous layer; the product was distilled to give bisbute... Product: CC(COC1=C(NC=2NC(C(=CN2)C(=O)O)=O)C=CC=C1)C (1,6-dihydro-2-[2-(2-methylpropoxy)anilino]-6-oxo-5-pyrimidinecarboxylic acid). RXN SMILES: [CH3:1][CH:2]([CH3:24])[CH2:3][O:4][C:5]1[CH:23]=[CH:22][CH:21]=[CH:20][C:6]=1[NH:7][C:8]1[NH:9][C:10](=[O:19])[C:11]([C:14]([O:16]CC)=[O:15])=[CH:12][N:13]=1.[OH-].[Na+].O>C(O)(=O)C>[CH3:1][CH:2]([CH3:24])[CH2:3][O:4][C:5]1[CH:23]=[CH:22][CH:21]=[CH:20][C:6]=1[NH:7][C:8]1[NH:9][C:10](=[O:19])[C:11]([C:14]([OH:16])=[O:15])=[CH:12][N:13]=1 |f:1.2|. The reactants are CC(COC1=C(NC=2NC(C(=CN2)C(=O)OCC)=O)C=CC=C1)C (Ethyl 1,6-dihydro-2-[2-(2-methylpropoxy)anilino]-6-oxo-5-pyrimidinecarboxylate), [OH-].[Na+] (sodium hydroxide), O (water). Procedure: Ethyl 1,6-dihydro-2-[2-(2-methylpropoxy)anilino]-6-oxo-5-pyrimidinecarboxylate (7.5 g) and sodium hydroxide (3 g) are added to water (100 ml), and the mixture is refluxed with stirring for 1 hour. After cooling, the reaction mixture is acidified with acetic acid, and the resulting solid is collected by filtration and recrystallized from DMF. The precipitate is collected by filtration and added to water (100 ml), and the mixture is refluxed with stirring for 1 hour. After cooling, the resulting p... Isolated yield 62.6%. Run at time 1 hour. Run in C(C)(=O)O (acetic acid). Starting materials: CC=1C=C(OC2CN(C2)C(=O)Cl)C=CC1 (3-(3-methylphenoxy)-1-azetidinecarbonyl chloride), [OH-].[NH4+] (ammonium hydroxide). Run in O (water), O1CCCC1 (tetrahydrofuran). Conditions: time 18 hour. Yields the product CC=1C=C(OC2CN(C2)C(=O)N)C=CC1 (3-(3-Methylphenoxy)-1-azetidinecarboxamide). Isolated yield 50.0%. As a reaction SMILES: [CH3:1][C:2]1[CH:3]=[C:4]([CH:13]=[CH:14][CH:15]=1)[O:5][CH:6]1[CH2:9][N:8]([C:10](Cl)=[O:11])[CH2:7]1.[OH-].[NH4+:17]>O1CCCC1.O>[CH3:1][C:2]1[CH:3]=[C:4]([CH:13]=[CH:14][CH:15]=1)[O:5][CH:6]1[CH2:9][N:8]([C:10]([NH2:17])=[O:11])[CH2:7]1 |f:1.2|. Reported procedure: A stirred solution of 3.92 g (0.01 mole) of crude (57.59%) 3-(3-methylphenoxy)-1-azetidinecarbonyl chloride in 15 ml of tetrahydrofuran was treated with 1.9 g (2 ml) (0.03 mole) of 57% ammonium hydroxide. After stirring for 18 hr, the reaction mixture was diluted with 200 ml of water. The oil which separated solidified on standing, (3.2 g), and was recrystallized from isopropanol, yielding 1 g (50%) of fine white crystals, m.p. 167°-168° C.